This data is from the Open Reaction Database (ORD), a public repository of structured organic reaction records. The task is: describe an organic reaction: reactants, conditions, products, and yield Reactants: Cc1cccc(CCC(=O)CCCCCC(=O)O)c1, Cl, [K+], N#N, NN, [OH-], O, O, OCCOCCO. Product: Cc1cccc(CCCCCCCCC(=O)O)c1. As a reaction SMILES: [CH3:1][c:2]1[cH:3][c:4]([CH2:8][CH2:9][C:10]([CH2:11][CH2:12][CH2:13][CH2:14][CH2:15][C:16](=[O:17])[OH:18])=[O:19])[cH:5][cH:6][cH:7]1.[ClH:27].[K+:24].[N:25]#[N:26].[NH2:21][NH2:22].[OH-:23].[OH2:20].[OH2:35].[OH:28][CH2:29][CH2:30][O:31][CH2:32][CH2:33][OH:34]>>[CH3:1][c:2]1[cH:3][c:4]([CH2:8][CH2:9][CH2:10][CH2:11][CH2:12][CH2:13][CH2:14][CH2:15][C:16](=[O:17])[OH:18])[cH:5][cH:6][cH:7]1. Product: COc1cc(S(=O)(=O)C(c2cc(F)ccc2F)c2cc(N)ncc2Cl)ccc1Cl. The reactants are COc1cc(S(=O)(=O)C(c2cc(F)ccc2F)c2cc(N(C(=O)[O-])C(C)(C)C)ncc2Cl)ccc1Cl, ClCCl, O=C(O)C(F)(F)F. As a reaction SMILES: [C:1]([N:5]([C:2](=[O:3])[O-:4])[c:9]1[n:10][cH:11][c:12]([Cl:36])[c:13]([CH:15]([c:16]2[c:17]([F:23])[cH:18][cH:19][c:20]([F:22])[cH:21]2)[S:24](=[O:25])(=[O:26])[c:27]2[cH:28][c:29]([O:34][CH3:35])[c:30]([Cl:33])[cH:31][cH:32]2)[cH:14]1)([CH3:6])([CH3:7])[CH3:8].[Cl:44][CH2:45][Cl:46].[OH:37][C:38]([C:39]([F:40])([F:41])[F:42])=[O:43]>>[NH2:5][c:9]1[n:10][cH:11][c:12]([Cl:36])[c:13]([CH:15]([c:16]2[c:17]([F:23])[cH:18][cH:19][c:20]([F:22])[cH:21]2)[S:24](=[O:25])(=[O:26])[c:27]2[cH:28][c:29]([O:34][CH3:35])[c:30]([Cl:33])[cH:31][cH:32]2)[cH:14]1.